This data is from the Open Reaction Database (ORD), a public repository of structured organic reaction records. The task is: describe an organic reaction: reactants, conditions, products, and yield Reactants: C(C(C)C)C1=NC2=CC=CC=C2N=C1 (2-isobutylquinoxaline), RuCl[(R)-daipena][(R)-dm-segphos], KO(t-Bu). The solvent is C1(=CC=CC=C1)C (toluene). Reaction conditions: temperature 40 celsius, time 31 hour. Yields the product C(C(C)C)[C@@H]1NC2=CC=CC=C2NC1 ((S)-1,2,3,4-tetrahydro-2-isobutylquinoxaline). Isolated yield 81.9%. As a reaction SMILES: [CH2:1]([C:5]1[CH:14]=[N:13][C:12]2[C:7](=[CH:8][CH:9]=[CH:10][CH:11]=2)[N:6]=1)[CH:2]([CH3:4])[CH3:3]>C1(C)C=CC=CC=1>[CH2:1]([C@H:5]1[CH2:14][NH:13][C:12]2[C:7](=[CH:8][CH:9]=[CH:10][CH:11]=2)[NH:6]1)[CH:2]([CH3:4])[CH3:3]. Procedure: To an argon-purged pressure-resistant glass vessel (100 mL) equipped with a magnetic stir bar, RuCl[(R)-daipena][(R)-dm-segphos] (2.4 mg, 2.0 μmol) and KO(t-Bu) (11.9 mg, 0.106 mmol) were added, and the vessel was purged with argon again. To this vessel, a toluene (2.0 mL) solution containing 2-isobutylquinoxaline (378.3 mg, 2.03 mmol) and being degassed by the freeze-pump-thaw technique in advance was added by pressure transfer using a cannula. An operation in which hydrogen was introduced into... The reactants are C(C)OC(=C)C=1C=C(C=NC1)C=1C=2N(N=C(C1CCCCC(=O)OCC)C)C(=CC2)CC (ethyl 5-{4-[5-(1-ethoxyvinyl)-3-pyridinyl]-7-ethyl-2-methylpyrrolo[1,2-b]pyridazin-3-yl}pentanoate). The solvent is CO (methanol), Cl (hydrochloric acid), [Cl-].[Na+].O (brine). The product is C(C)(=O)C=1C=C(C=NC1)C=1C=2N(N=C(C1CCCCC(=O)OCC)C)C(=CC2)CC (ethyl 5-[4-(5-acetyl-3-pyridinyl)-7-ethyl-2-methylpyrrolo[1,2-b]pyridazin-3-yl]pentanoate). Isolated yield 90.0%. RXN SMILES: C([O:3][C:4]([C:6]1[CH:7]=[C:8]([C:12]2[C:13]3[N:14]([C:28]([CH2:31][CH3:32])=[CH:29][CH:30]=3)[N:15]=[C:16]([CH3:27])[C:17]=2[CH2:18][CH2:19][CH2:20][CH2:21][C:22]([O:24][CH2:25][CH3:26])=[O:23])[CH:9]=[N:10][CH:11]=1)=[CH2:5])C>CO.Cl.[Cl-].[Na+].O>[C:4]([C:6]1[CH:7]=[C:8]([C:12]2[C:13]3[N:14]([C:28]([CH2:31][CH3:32])=[CH:29][CH:30]=3)[N:15]=[C:16]([CH3:27])[C:17]=2[CH2:18][CH2:19][CH2:20][CH2:21][C:22]([O:24][CH2:25][CH3:26])=[O:23])[CH:9]=[N:10][CH:11]=1)(=[O:3])[CH3:5] |f:3.4.5|. Procedure details: A solution of ethyl 5-{4-[5-(1-ethoxyvinyl)-3-pyridinyl]-7-ethyl-2-methylpyrrolo[1,2-b]pyridazin-3-yl}pentanoate (190 mg) in methanol (5 mL) and 1N hydrochloric acid (5 mL) was stirred at ambient temperature for 2 hours. The solution was diluted with brine and extracted with chloroform. The organic layer was separated, dried over magnesium sulfate, and evaporated in vacuo. The residue was purified by silica gel column chromatography eluting with a mixture of hexane and ethyl acetate (10:1–2:1) t...